From a dataset of the Open Reaction Database (ORD), a public repository of structured organic reaction records. describe an organic reaction: reactants, conditions, products, and yield Starting materials: FC1=C(N)C=CC=C1 (2-fluoroaniline), [N-](C#N)C#N.[Na+] (sodium dicyanamide). Product: C(#N)N=C(NC1=C(C=CC=C1)F)N (N″-cyano-N-(2-fluorophenyl)guanidine). As a reaction SMILES: [F:1][C:2]1[CH:8]=[CH:7][CH:6]=[CH:5][C:3]=1[NH2:4].[N-:9]([C:12]#[N:13])[C:10]#[N:11].[Na+]>>[C:10]([N:9]=[C:12]([NH2:13])[NH:4][C:3]1[CH:5]=[CH:6][CH:7]=[CH:8][C:2]=1[F:1])#[N:11] |f:1.2|. Reported procedure: A solution of 2-fluoroaniline and sodium dicyanamide was processed as described in Example 71A to provide the desired product. Starting materials: BrCc1ccccc1, Cc1cc2cc(Cl)ccc2[nH]1, [K+], C1COCCOCCOCCOCCOCCO1, [OH-]. Yields the product Cc1cc2cc(Cl)ccc2n1Cc1ccccc1. RXN SMILES: [Br:12][CH2:13][c:14]1[cH:15][cH:16][cH:17][cH:18][cH:19]1.[Cl:1][c:2]1[cH:3][c:4]2[cH:5][c:6]([CH3:11])[nH:7][c:8]2[cH:9][cH:10]1.[K+:21].[O:22]1[CH2:23][CH2:24][O:25][CH2:26][CH2:27][O:28][CH2:29][CH2:30][O:31][CH2:32][CH2:33][O:34][CH2:35][CH2:36][O:37][CH2:38][CH2:39]1.[OH-:20]>>[Cl:1][c:2]1[cH:3][c:4]2[cH:5][c:6]([CH3:11])[n:7]([CH2:13][c:14]3[cH:15][cH:16][cH:17][cH:18][cH:19]3)[c:8]2[cH:9][cH:10]1. Reactants: BrCc1ccccc1, Oc1ccccc1Br, O=C([O-])[O-], CC#N, [K+], [K+]. The product is Brc1ccccc1OCc1ccccc1. RXN SMILES: [Br:15][CH2:16][c:17]1[cH:18][cH:19][cH:20][cH:21][cH:22]1.[Br:1][c:2]1[c:3]([OH:8])[cH:4][cH:5][cH:6][cH:7]1.[C:9](=[O:10])([O-:11])[O-:12].[CH3:23][C:24]#[N:25].[K+:13].[K+:14]>>[Br:1][c:2]1[c:3]([O:8][CH2:16][c:17]2[cH:18][cH:19][cH:20][cH:21][cH:22]2)[cH:4][cH:5][cH:6][cH:7]1. The reactants are C(C)(C)(C)OC(NC(CC1=CC=C(C=C1)O)C(NC(CC1=CC=C(C=C1)[N+](=O)[O-])C(NC)=O)=O)=O ({2-(4-Hydroxy-phenyl)-1-[1-methylcarbamoyl-2-(4-nitro-phenyl)-ethylcarbamoyl]-ethyl}carbamic acid tert-butyl ester). The reagents and catalysts are [Pd] (palladium on carbon). The solvent is CO (methanol). The product is C(C)(C)(C)OC(NC(CC1=CC=C(C=C1)O)C(NC(CC1=CC=C(C=C1)N)C(NC)=O)=O)=O ({2-(4-Hydroxy-phenyl)-1-[1-methylcarbamoyl-2-(4-amino-phenyl)-ethylcarbamoyl]-ethyl}-carbamic acid tert-butyl ester). As a reaction SMILES: [C:1]([O:5][C:6](=[O:35])[NH:7][CH:8]([C:17](=[O:34])[NH:18][CH:19]([C:30](=[O:33])[NH:31][CH3:32])[CH2:20][C:21]1[CH:26]=[CH:25][C:24]([N+:27]([O-])=O)=[CH:23][CH:22]=1)[CH2:9][C:10]1[CH:15]=[CH:14][C:13]([OH:16])=[CH:12][CH:11]=1)([CH3:4])([CH3:3])[CH3:2]>CO.[Pd]>[C:1]([O:5][C:6](=[O:35])[NH:7][CH:8]([C:17](=[O:34])[NH:18][CH:19]([C:30](=[O:33])[NH:31][CH3:32])[CH2:20][C:21]1[CH:26]=[CH:25][C:24]([NH2:27])=[CH:23][CH:22]=1)[CH2:9][C:10]1[CH:11]=[CH:12][C:13]([OH:16])=[CH:14][CH:15]=1)([CH3:4])([CH3:2])[CH3:3]. Procedure: {2-(4-Hydroxy-phenyl)-1-[1-methylcarbamoyl-2-(4-nitro-phenyl)-ethylcarbamoyl]-ethyl}carbamic acid tert-butyl ester (300, 0.617 mmol) is dissolved in methanol (10 mL). To this was added palladium on carbon (10% by weight, 100 mg). The reaction is placed under a hydrogen atmosphere until reaction is complete (tlc). The catalyst is removed by filtration and the filtrate is concentrated to provide the amine, which is used without purification. Starting materials: N(=[N+]=[N-])CC(=O)C=1N=C(SC1)NC(=N)N (2-azido-1-(2-guanidino-4-thiazolyl)ethanone), C(C)O (ethanol), Cl (hydrochloric acid). Reagents/catalysts: [Pd] (palladium on carbon), [Pd] (palladium on carbon). Run in O (water), O (water), O (water). Conditions: time 1 hour. Product: Cl.Cl.NCC(=O)C=1N=C(SC1)NC(=N)N (2-amino-1-(2- guanidino-4-thiazolyl)ethanone dihydrochloride). The yield is 92.0%. Reaction SMILES: [N:1]([CH2:4][C:5]([C:7]1[N:8]=[C:9]([NH:12][C:13]([NH2:15])=[NH:14])[S:10][CH:11]=1)=[O:6])=[N+]=[N-].C(O)C.[ClH:19]>[Pd].O>[ClH:19].[ClH:19].[NH2:1][CH2:4][C:5]([C:7]1[N:8]=[C:9]([NH:12][C:13]([NH2:15])=[NH:14])[S:10][CH:11]=1)=[O:6] |f:5.6.7|. Procedure: A mixture of 12.0 g (53 mmol) of 2-azido-1-(2-guanidino-4-thiazolyl)ethanone, 1.0 g of 10% palladium on carbon, 100 ml of ethanol, 50 ml of water, and 20 ml of concentrated hydrochloric acid was hydrogenated at 3 atm. and room temperature for 1 hour. At this point another 50 ml of water and 300 mg of 10% palladium on carbon was added to the mixture and hydrogenation was continued at 3 atm for another 0.75 hour. The mixture was diluted with 200 ml of water, filtered to remove the catalyst, and th...